From a dataset of the Open Reaction Database (ORD), a public repository of structured organic reaction records. describe an organic reaction: reactants, conditions, products, and yield The reactants are [C-]#N, Cl, N#C[K], O=N[O-], Nc1ccc(C(=O)CCC(=O)O)cc1OCc1ccccc1, [Na+]. Yields the product N#Cc1ccc(C(=O)CCC(=O)O)cc1OCc1ccccc1. RXN SMILES: [C-:27]#[N:28].[ClH:29].[K:30][C:31]#[N:32].[N:23]([O-:24])=[O:25].[NH2:1][c:2]1[c:3]([O:15][CH2:16][c:17]2[cH:18][cH:19][cH:20][cH:21][cH:22]2)[cH:4][c:5]([C:6](=[O:7])[CH2:8][CH2:9][C:10](=[O:11])[OH:12])[cH:13][cH:14]1.[Na+:26]>>[c:2]1([C:27]#[N:28])[c:3]([O:15][CH2:16][c:17]2[cH:18][cH:19][cH:20][cH:21][cH:22]2)[cH:4][c:5]([C:6](=[O:7])[CH2:8][CH2:9][C:10](=[O:11])[OH:12])[cH:13][cH:14]1. Starting materials: ClCCl, O=S(=O)(O)Cl, Cc1ccc(Cl)c(O)c1. Product: Cc1cc(O)c(Cl)cc1S(=O)(=O)Cl. Reaction SMILES: [Cl:15][CH2:16][Cl:17].[Cl:1][S:2](=[O:3])(=[O:4])[OH:5].[Cl:6][c:7]1[c:8]([OH:14])[cH:9][c:10]([CH3:13])[cH:11][cH:12]1>>[Cl:1][S:2](=[O:3])(=[O:5])[c:11]1[c:10]([CH3:13])[cH:9][c:8]([OH:14])[c:7]([Cl:6])[cH:12]1. Starting materials: [BH3-]C#N, CCN(C(C)C)C(C)C, COC(=O)CCCOc1cc(OC)cc(C(=O)NC2CCNCC2)c1, CCO, CC(=O)O, CC(C)Oc1cc(C=O)cc(OC(C)C)c1, [Na+]. The product is COC(=O)CCCOc1cc(OC)cc(C(=O)NC2CCN(Cc3cc(OC(C)C)cc(OC(C)C)c3)CC2)c1. RXN SMILES: [C:42]([BH3-:43])#[N:44].[CH2:46]([N:47]([CH:48]([CH3:49])[CH3:50])[CH:51]([CH3:52])[CH3:53])[CH3:54].[CH3:1][O:2][C:3]([CH2:4][CH2:5][CH2:6][O:7][c:8]1[cH:9][c:10]([O:23][CH3:24])[cH:11][c:12]([C:14]([NH:15][CH:16]2[CH2:17][CH2:18][NH:19][CH2:20][CH2:21]2)=[O:22])[cH:13]1)=[O:25].[CH3:55][CH2:56][OH:57].[CH3:58][C:59](=[O:60])[OH:61].[CH:26]([CH3:27])([CH3:28])[O:29][c:30]1[cH:31][c:32]([CH:33]=[O:34])[cH:35][c:36]([O:38][CH:39]([CH3:40])[CH3:41])[cH:37]1.[Na+:45]>>[CH3:1][O:2][C:3]([CH2:4][CH2:5][CH2:6][O:7][c:8]1[cH:9][c:10]([O:23][CH3:24])[cH:11][c:12]([C:14]([NH:15][CH:16]2[CH2:17][CH2:18][N:19]([CH2:33][c:32]3[cH:31][c:30]([O:29][CH:26]([CH3:27])[CH3:28])[cH:37][c:36]([O:38][CH:39]([CH3:40])[CH3:41])[cH:35]3)[CH2:20][CH2:21]2)=[O:22])[cH:13]1)=[O:25]. The reactants are CCOC(=O)Nc1nc2ccc(C)cc2nc1OC, Clc1cccc(N2CCNCC2)c1. Yields the product COc1nc2cc(C)ccc2nc1NC(=O)N1CCN(c2cccc(Cl)c2)CC1. Reaction SMILES: [CH3:1][O:2][c:3]1[c:4]([NH:14][C:15]([O:16][CH2:17][CH3:18])=[O:19])[n:5][c:6]2[cH:7][cH:8][c:9]([CH3:13])[cH:10][c:11]2[n:12]1.[Cl:20][c:21]1[cH:22][cH:23][cH:24][c:25]([N:27]2[CH2:28][CH2:29][NH:30][CH2:31][CH2:32]2)[cH:26]1>>[CH3:1][O:2][c:3]1[c:4]([NH:14][C:15](=[O:19])[N:30]2[CH2:29][CH2:28][N:27]([c:25]3[cH:24][cH:23][cH:22][c:21]([Cl:20])[cH:26]3)[CH2:32][CH2:31]2)[n:5][c:6]2[cH:7][cH:8][c:9]([CH3:13])[cH:10][c:11]2[n:12]1.